This data is from the Open Reaction Database (ORD), a public repository of structured organic reaction records. The task is: describe an organic reaction: reactants, conditions, products, and yield Reactants: CCOC(=O)CC#N, CCOC(=O)c1cn(-c2ccc(F)cc2)c2c(F)c(F)c(F)cc2c1=O, [H-], [Na+], C1COCCO1, O. Yields the product CCOC(=O)c1cn(-c2ccc(F)cc2)c2c(F)c(C(C#N)C(=O)OCC)c(F)cc2c1=O. As a reaction SMILES: [C:9](#[N:10])[CH2:11][C:12](=[O:13])[O:14][CH2:15][CH3:16].[F:17][c:18]1[cH:19][c:20]2[c:21](=[O:42])[c:22]([C:37](=[O:38])[O:39][CH2:40][CH3:41])[cH:23][n:24](-[c:30]3[cH:31][cH:32][c:33]([F:36])[cH:34][cH:35]3)[c:25]2[c:26]([F:29])[c:27]1[F:28].[H-:1].[Na+:2].[O:3]1[CH2:4][CH2:5][O:6][CH2:7][CH2:8]1.[OH2:43]>>[C:9](#[N:10])[CH:11]([C:12](=[O:13])[O:14][CH2:15][CH3:16])[c:27]1[c:18]([F:17])[cH:19][c:20]2[c:21](=[O:42])[c:22]([C:37](=[O:38])[O:39][CH2:40][CH3:41])[cH:23][n:24](-[c:30]3[cH:31][cH:32][c:33]([F:36])[cH:34][cH:35]3)[c:25]2[c:26]1[F:29]. Reactants: ClC(Cl)Cl, COc1ccc(-n2nc(C(F)(F)F)c3c2C(=O)N(c2ccc(I)cc2)CC3)c(C(=O)O)c1, O=S(Cl)Cl. Product: COc1ccc(-n2nc(C(F)(F)F)c3c2C(=O)N(c2ccc(I)cc2)CC3)c(C(=O)Cl)c1. RXN SMILES: [CH:37]([Cl:38])([Cl:39])[Cl:40].[I:1][c:2]1[cH:3][cH:4][c:5]([N:8]2[C:9](=[O:32])[c:10]3[c:11]([c:14]([C:28]([F:29])([F:30])[F:31])[n:15][n:16]3-[c:17]3[c:18]([C:19](=[O:20])[OH:21])[cH:22][c:23]([O:26][CH3:27])[cH:24][cH:25]3)[CH2:12][CH2:13]2)[cH:6][cH:7]1.[S:33]([Cl:34])([Cl:35])=[O:36]>>[I:1][c:2]1[cH:3][cH:4][c:5]([N:8]2[C:9](=[O:32])[c:10]3[c:11]([c:14]([C:28]([F:29])([F:30])[F:31])[n:15][n:16]3-[c:17]3[c:18]([C:19](=[O:20])[Cl:35])[cH:22][c:23]([O:26][CH3:27])[cH:24][cH:25]3)[CH2:12][CH2:13]2)[cH:6][cH:7]1. Reactants: NC1=CC2=C(OC=C2)C=C1 (5-Aminobenzo[b]furan), ClCCOCCCl (bis-(2-chloroethyl)ether), [OH-].[Na+] (NaOH). Yields the product O1CCN(CC1)C1=CC2=C(OC=C2)C=C1 (5-Morpholinobenzo[b]furan). RXN SMILES: [NH2:1][C:2]1[CH:10]=[CH:9][C:5]2[O:6][CH:7]=[CH:8][C:4]=2[CH:3]=1.Cl[CH2:12][CH2:13][O:14][CH2:15][CH2:16]Cl.[OH-].[Na+]>>[O:14]1[CH2:15][CH2:16][N:1]([C:2]2[CH:10]=[CH:9][C:5]3[O:6][CH:7]=[CH:8][C:4]=3[CH:3]=2)[CH2:12][CH2:13]1 |f:2.3|. Procedure: 5-Aminobenzo[b]furan and bis-(2-chloroethyl)ether and 40% aqueous NaOH (0.073 mole) are stirred and heated to provide the title compound. Starting materials: [BH3-]C#N, CC(=O)O, CC(=O)C(Cc1ccc(C)cc1)c1ccccc1, CO, N, [Na+]. The product is Cc1ccc(CC(c2ccccc2)C(C)N)cc1. Reaction SMILES: [C:23](#[N:24])[BH3-:25].[CH3:19][C:20](=[O:21])[OH:22].[CH3:1][c:2]1[cH:3][cH:4][c:5]([CH2:8][CH:9]([C:10]([CH3:11])=[O:12])[c:13]2[cH:14][cH:15][cH:16][cH:17][cH:18]2)[cH:6][cH:7]1.[CH3:28][OH:29].[NH3:27].[Na+:26]>>[CH3:1][c:2]1[cH:3][cH:4][c:5]([CH2:8][CH:9]([CH:10]([CH3:11])[NH2:24])[c:13]2[cH:14][cH:15][cH:16][cH:17][cH:18]2)[cH:6][cH:7]1. The reactants are C1(=CC=CC=C1)CC(=O)OC (methyl phenylacetate), C(C)(C)[N-]C(C)C.[Li+] (lithium diisopropylamide), BrCC#N (α-bromoacetonitrile). Run in O1CCCC1 (tetrahydrofuran). Run at time 1 hour. The product is C(#N)CC(C(=O)OC)C1=CC=CC=C1 (methyl 3-cyano-2-phenylpropionate). RXN SMILES: [C:1]1([CH2:7][C:8]([O:10][CH3:11])=[O:9])[CH:6]=[CH:5][CH:4]=[CH:3][CH:2]=1.[CH:12]([N-:15]C(C)C)(C)[CH3:13].[Li+].BrCC#N>O1CCCC1>[C:12]([CH2:13][CH:7]([C:1]1[CH:6]=[CH:5][CH:4]=[CH:3][CH:2]=1)[C:8]([O:10][CH3:11])=[O:9])#[N:15] |f:1.2|. Procedure details: Combine methyl phenylacetate (2.0 g, 13.32 mmol) and tetrahydrofuran (15 mL). Cool in a dry-ice/acetone bath. Add dropwise a solution of lithium diisopropylamide (6.66 mL, 2 M in THF, 13.32 mmol). After 1 hour, add α-bromoacetonitrile (1.6 g, 13.32 mmol). After 2 hours, warm the reaction mixture to ambient temperature and partition the reaction mixture between ethyl acetate and water. Separate the aqueous layer and extract three times with ethyl acetate. Dry the combined organic layers over Na2S... Starting materials: OC(C(=O)O)(C)C1=CC(=CC=C1)CC1=CC=CC=C1 (2-hydroxy-2-(3-benzyl-phenyl)-propanoic acid), product, O (Water). Solvent: O1CCOCC1 (dioxane), S(O)(O)(=O)=O (sulphuric acid). The product is C(C1=CC=CC=C1)C=1C=C(C=CC1)C(C(=O)O)=C (2-(3-benzyl-phenyl)-propenoic acid). As a reaction SMILES: O[C:2]([C:7]1[CH:12]=[CH:11][CH:10]=[C:9]([CH2:13][C:14]2[CH:19]=[CH:18][CH:17]=[CH:16][CH:15]=2)[CH:8]=1)([CH3:6])[C:3]([OH:5])=[O:4].O>O1CCOCC1.S(=O)(=O)(O)O>[CH2:13]([C:9]1[CH:8]=[C:7]([C:2](=[CH2:6])[C:3]([OH:5])=[O:4])[CH:12]=[CH:11][CH:10]=1)[C:14]1[CH:15]=[CH:16][CH:17]=[CH:18][CH:19]=1. Reported procedure: 136 g (0.531 mol) of 2-hydroxy-2-(3-benzyl-phenyl)-propanoic acid (product from Example 11) are refluxed in a mixture of 3 l of dioxane and 180 ml of concentrated sulphuric acid. Water is added to the mixture which has been concentrated to approximately 500 ml and the mixture is extracted three times with ether. After drying the organic phases using saturated NaCl and magnesium sulphate, a brown oil remains, which is purified by filtration on 1 kg of silica gel (ethyl acetate/cyclohexane 5:1). Y... Starting materials: OC1=C(C=CC=C1)C=1C=CC(NN1)=O (6-(2-hydroxyphenyl)-3(2H)-pyridazinone), P(=O)(Cl)(Cl)Cl (phosphorus oxychloride). The product is disubstituted formamide, ClC=1N=NC(=CC1)C1=C(C=CC=C1)O (3-chloro-6-(2-hydroxyphenyl)pyridazine). RXN SMILES: [OH:1][C:2]1[CH:7]=[CH:6][CH:5]=[CH:4][C:3]=1[C:8]1[CH:9]=[CH:10][C:11](=O)[NH:12][N:13]=1.P(Cl)(Cl)([Cl:17])=O>>[Cl:17][C:11]1[N:12]=[N:13][C:8]([C:3]2[CH:4]=[CH:5][CH:6]=[CH:7][C:2]=2[OH:1])=[CH:9][CH:10]=1. Procedure details: According to the process of this invention, a 6-(2-hydroxyphenyl)-3(2H)-pyridazinone is reacted with phosphorus oxychloride and a disubstituted formamide to give a 3-chloro-6-(2-hydroxyphenyl)pyridazine. ##STR1## The term R is hydrogen or lower alkyl. Reactants: FC(OC1=CC=C(C=C1)C1=C2CC(NC2=CC=C1)=O)(F)F (4-(4-trifluoromethoxy-phenyl)-1,3-dihydro-indol-2-one), N1(N=NC=C1)CCNC(=O)C1=C(NC(=C1C)C=O)C (5-formyl-2,4-dimethyl-1H-pyrrole-3-carboxylic acid (2-[1,2,3]triazol-1-yl-ethyl)amide). Reported procedure: To a solution of 4-(4-trifluoromethoxy-phenyl)-1,3-dihydro-indol-2-one (73.3 mg, 0.25 mmol) and 5-formyl-2,4-dimethyl-1H-pyrrole-3-carboxylic acid (2-[1,2,3]triazol-1-yl-ethyl)amide (67.9 mg, 0.26 mmol) in ethanol (2 mL) was added piperidine (3 drops). The reaction mixture was stirred at room temperature for three days. A yellow solid product was precipitated out, filtered, washed by ethanol for three times, and dried under high vacuum to provide pure product 2,4-dimethyl-5-[2-oxo-4-(4-trifluoro... Solvent: C(C)O (ethanol). RXN SMILES: [F:1][C:2]([F:21])([F:20])[O:3][C:4]1[CH:9]=[CH:8][C:7]([C:10]2[CH:18]=[CH:17][CH:16]=[C:15]3[C:11]=2[CH2:12][C:13](=[O:19])[NH:14]3)=[CH:6][CH:5]=1.[N:22]1([CH2:27][CH2:28][NH:29][C:30]([C:32]2[C:36]([CH3:37])=[C:35]([CH:38]=O)[NH:34][C:33]=2[CH3:40])=[O:31])[CH:26]=[CH:25][N:24]=[N:23]1>C(O)C.N1CCCCC1>[N:22]1([CH2:27][CH2:28][NH:29][C:30]([C:32]2[C:36]([CH3:37])=[C:35]([CH:38]=[C:12]3[C:11]4[C:15](=[CH:16][CH:17]=[CH:18][C:10]=4[C:7]4[CH:6]=[CH:5][C:4]([O:3][C:2]([F:1])([F:20])[F:21])=[CH:9][CH:8]=4)[NH:14][C:13]3=[O:19])[NH:34][C:33]=2[CH3:40])=[O:31])[CH:26]=[CH:25][N:24]=[N:23]1. Reagents/catalysts: N1CCCCC1 (piperidine). Run at time 3 day. Yields the product N1(N=NC=C1)CCNC(=O)C1=C(NC(=C1C)C=C1C(NC2=CC=CC(=C12)C1=CC=C(C=C1)OC(F)(F)F)=O)C (2,4-dimethyl-5-[2-oxo-4-(4-trifluoromethoxy-phenyl)-1,2-dihydro-indol-3-ylidenemethyl]-1H-pyrrole-3-carboxylic acid (2-[1,2,3]triazol-1-ylethyl)amide). Isolated yield 37.0%. Reactants: o- and p-benzyl-toluene, o-benzolyl-benzoic acid, C1=CC=CC=2C(C3=CC=CC=C3C(C12)=O)=O (anthraquinone), [N+](=O)(O)[O-] (nitric acid), S(O)(O)(=O)=O (sulfuric acid). Product: C(C1=CC=CC=C1)C1=C(C(=O)O)C=CC=C1 (o-benzyl-benzoic acid). Reaction SMILES: [N+]([O-])(O)=O.S(=O)(=O)(O)[OH:6].[CH:10]1[C:23]2[C:22](=O)[C:21]3[C:16](=[CH:17][CH:18]=[CH:19][CH:20]=3)[C:15](=[O:25])[C:14]=2[CH:13]=[CH:12][CH:11]=1>>[CH2:22]([C:23]1[CH:10]=[CH:11][CH:12]=[CH:13][C:14]=1[C:15]([OH:25])=[O:6])[C:21]1[CH:20]=[CH:19][CH:18]=[CH:17][CH:16]=1. Reported procedure: A known process involves the oxidation of mixtures of o- and p-benzyl-toluene with dilute nitric acid under pressure at temperatures of 135°-200° C. The reaction mixture is treated with concentrated sulfuric acid to effect the conversion of the o-benzolyl-benzoic acid to anthraquinone; the residual p-benzoyl-benzoic acid is extracted with a soda solution (Acta Chem. Scand. 9, 177-178, 1955; Chem. Abstr. 1956, 4080i). There is no discussion of the purity of the product, in particular with referen... The reactants are N#CCC(N)=O, C1CCOC1, CC(C)(C)[O-], Fc1cc(N=C=S)ccc1Oc1cc(Cl)ccc1Cl, Cl, [K+], O. Product: N#CC(C(N)=O)C(=S)Nc1ccc(Oc2cc(Cl)ccc2Cl)c(F)c1. Reaction SMILES: [C:7](#[N:8])[CH2:9][C:10](=[O:11])[NH2:12].[CH2:33]1[O:34][CH2:35][CH2:36][CH2:37]1.[CH3:1][C:2]([CH3:3])([O-:4])[CH3:5].[Cl:13][c:14]1[c:15]([O:16][c:17]2[c:18]([F:26])[cH:19][c:20]([N:23]=[C:24]=[S:25])[cH:21][cH:22]2)[cH:27][c:28]([Cl:31])[cH:29][cH:30]1.[ClH:32].[K+:6].[OH2:38]>>[C:7](#[N:8])[CH:9]([C:10](=[O:11])[NH2:12])[C:24]([NH:23][c:20]1[cH:19][c:18]([F:26])[c:17]([O:16][c:15]2[c:14]([Cl:13])[cH:30][cH:29][c:28]([Cl:31])[cH:27]2)[cH:22][cH:21]1)=[S:25].